Dataset: the Open Reaction Database (ORD), a public repository of structured organic reaction records. Task: describe an organic reaction: reactants, conditions, products, and yield The reactants are ClC1=CC=C(C=C1)C1=NC2=C(N1C(COCC1CCCCC1)C1CCCCC1)C=C(C(=C2)F)F (2-(4-Chloro-phenyl)-1-(1-cyclohexyl-2-cyclohexylmethoxy-ethyl)-5,6-difluoro-1H-benzoimidazole), ClC1=CC=C(C=C1)C1=NC2=C(N1C(COCC1CCCCC1)C1CCCCC1)C=C(C(=C2)F)F (2-(4-Chloro-phenyl)-1-(1-cyclohexyl-2-cyclohexylmethoxy-ethyl)-5,6-difluoro-1H-benzoimidazole), FC=1C=C(C#N)C=C(C1)F (3,5-difluorobenzonitrile), C1(=CC=CC=C1)P(C1=CC=CC=C1)C1=CC=CC=C1 (triphenylphosphine), N(=NC(=O)OC(C)(C)C)C(=O)OC(C)(C)C (di-tert-butyl azodicarboxylate). Yields the product ClC1=CC=C(C=C1)C1=NC2=C(N1C(COC1=C(C=C(C#N)C=C1F)F)C1CCCCC1)C=C(C(=C2)F)F (4-{2-[2-(4-Chloro-phenyl)-5,6-difluoro-benzoimidazol-1-yl]-2-cyclohexyl-ethoxy}-3,5-difluoro-benzonitrile). RXN SMILES: [Cl:1][C:2]1[CH:7]=[CH:6][C:5]([C:8]2[N:12]([CH:13]([CH:23]3[CH2:28][CH2:27][CH2:26][CH2:25][CH2:24]3)[CH2:14][O:15]CC3CCCCC3)[C:11]3[CH:29]=[C:30]([F:34])[C:31]([F:33])=[CH:32][C:10]=3[N:9]=2)=[CH:4][CH:3]=1.[F:35][C:36]1[CH:37]=[C:38]([CH:41]=[C:42]([F:44])[CH:43]=1)[C:39]#[N:40].C1(P(C2C=CC=CC=2)C2C=CC=CC=2)C=CC=CC=1.N(C(OC(C)(C)C)=O)=NC(OC(C)(C)C)=O>>[Cl:1][C:2]1[CH:3]=[CH:4][C:5]([C:8]2[N:12]([CH:13]([CH:23]3[CH2:24][CH2:25][CH2:26][CH2:27][CH2:28]3)[CH2:14][O:15][C:43]3[C:36]([F:35])=[CH:37][C:38]([C:39]#[N:40])=[CH:41][C:42]=3[F:44])[C:11]3[CH:29]=[C:30]([F:34])[C:31]([F:33])=[CH:32][C:10]=3[N:9]=2)=[CH:6][CH:7]=1. Procedure: The title compound was prepared in analogy to Example 4, intermediate, from 2-[2-(4-chloro-phenyl)-5,6-difluoro-benzoimidazol-1-yl]-2-cyclohexyl-ethanol (Example 1, intermediate c), 3,5-difluorobenzonitrile (commercially available), triphenylphosphine and di-tert-butyl azodicarboxylate. The compound was purified by silica gel chromatography using a MPLC system (CombiFlash Companion, Isco Inc.) eluting with a gradient of n-heptane:tert-butyl methyl ether (100:0 to 50:50). The product-containing f... Reactants: N1=CC=CC=C1 (pyridine), CC(C)NC(OCC)=O (ethyl (1-methylethyl)carbamate), N1=CC=CC=C1 (pyridine), S(Cl)Cl (sulfur dichloride). The solvent is C(Cl)Cl (methylene chloride). Conditions: temperature 0 celsius, time 1.5 hour. Yields the product ClSN(C(OCC)=O)C(C)C (Ethyl (chlorosulfenyl)(1-methylethyl)carbamate). Isolated yield 63.2%. Reaction SMILES: [CH3:1][CH:2]([NH:4][C:5](=[O:9])[O:6][CH2:7][CH3:8])[CH3:3].[S:10](Cl)[Cl:11].N1C=CC=CC=1>C(Cl)Cl>[Cl:11][S:10][N:4]([CH:2]([CH3:3])[CH3:1])[C:5](=[O:9])[O:6][CH2:7][CH3:8]. Reported procedure: To a solution of ethyl (1-methylethyl)carbamate (13.1 g, 0.1 mol) in 100 ml methylene chloride cooled to 0° C. was added sulfur dichloride (11.3 g, 0.11 mol) in one portion. While maintaining the temperature of the mixture at 0° C., pyridine (8.7 g, 0.11 mol) was added dropwise over eleven minutes. After complete addition of the pyridine the temperature was allowed to rise to room temperature and stirring was continued for additional 1.5 hours. The mixture was let stand overnight. Methylene chlo... Starting materials: N1(CC(OCC1)C(=O)OC)C(=O)OC(C)(C)C (4-(tert-Butyl) 2-methyl 2,4-morpholinedicarboxylate), [BH4-].[Li+] (lithium borohydride), O (Water). The solvent is O1CCCC1 (tetrahydrofuran), O1CCCC1 (THF). Reaction conditions: time 1 hour. Yields the product OCC1CN(CCO1)C(=O)OC(C)(C)C (tert-Butyl 2(hydroxymethyl)-4-morpholinecarboxylate), crude product. As a reaction SMILES: [N:1]1([C:11]([O:13][C:14]([CH3:17])([CH3:16])[CH3:15])=[O:12])[CH2:6][CH2:5][O:4][CH:3]([C:7](OC)=[O:8])[CH2:2]1.[BH4-].[Li+].O>O1CCCC1>[OH:8][CH2:7][CH:3]1[O:4][CH2:5][CH2:6][N:1]([C:11]([O:13][C:14]([CH3:17])([CH3:16])[CH3:15])=[O:12])[CH2:2]1 |f:1.2|. Procedure details: The crude product from step (i) (62.6 mmol) was dissolved in dry tetrahydrofuran (THF) (100 ml) and added dropwise at 0° C. to a suspension of lithium borohydride (2.50 g, 115 mmol) in dry THF (100 ml). The mixture was allowed to attain room temperature over night. Water (10 ml) was added and after stirring for 1 h the mixture was concentrated. The residue was partitioned between ethyl acetate and water. The organic phase was washed with 0.5 M hydrochloric acid, saturated sodium hydrogen carbona... The reactants are CS(=O)(=O)CC(NC(=O)c1ccc(N)c(Cl)c1)C(=O)N1CCCC1C(=O)NC(C=O)CC(=O)O, O=C(O)c1cc(Cl)c(O)c(Cl)c1. Product: CS(=O)(=O)CC(NC(=O)c1cc(Cl)c(O)c(Cl)c1)C(=O)N1CCCC1C(=O)NC(C=O)CC(=O)O. RXN SMILES: [NH2:1][c:2]1[cH:3][cH:4][c:5]([C:6](=[O:7])[NH:8][CH:9]([C:10](=[O:11])[N:12]2[CH:13]([C:17](=[O:18])[NH:19][CH:20]([CH2:21][C:22](=[O:23])[OH:24])[CH:25]=[O:26])[CH2:14][CH2:15][CH2:16]2)[CH2:27][S:28](=[O:29])(=[O:30])[CH3:31])[cH:32][c:33]1[Cl:34].[OH:35][C:36](=[O:37])[c:38]1[cH:39][c:40]([Cl:41])[c:42]([OH:43])[c:44]([Cl:45])[cH:46]1>>[NH:8]([CH:9]([C:10](=[O:11])[N:12]1[CH:13]([C:17](=[O:18])[NH:19][CH:20]([CH2:21][C:22](=[O:23])[OH:24])[CH:25]=[O:26])[CH2:14][CH2:15][CH2:16]1)[CH2:27][S:28](=[O:29])(=[O:30])[CH3:31])[C:36](=[O:37])[c:38]1[cH:39][c:40]([Cl:41])[c:42]([OH:43])[c:44]([Cl:45])[cH:46]1. Reactants: CCOCC (ether), NC1=C(C2=C(OC3=C2C=CC=C3)C=C1Br)Br (2-Amino-1,3-dibromodibenzofuran). Run in CN(C)C=O (DMF), CN(C)C=O (DMF). Conditions: temperature 50 celsius, time 1 hour. Yields the product BrC1=CC(=CC=2OC3=C(C21)C=CC=C3)Br (1,3-Dibromodibenzofuran). The yield is 116.4%. As a reaction SMILES: N[C:2]1[C:14]([Br:15])=[CH:13][C:5]2[O:6][C:7]3[CH:12]=[CH:11][CH:10]=[CH:9][C:8]=3[C:4]=2[C:3]=1[Br:16].CCOCC>CN(C=O)C>[Br:16][C:3]1[C:4]2[C:8]3[CH:9]=[CH:10][CH:11]=[CH:12][C:7]=3[O:6][C:5]=2[CH:13]=[C:14]([Br:15])[CH:2]=1. Reported procedure: To a solution of t-butylnitride (0.89 ml, 7.2 mmol) dissolved in 10 ml of DMF at 50° C. was added dropwise a solution of 2-amino-1,3-dibromodibenzofuran 17 (1.0 g, 2.9 mmol) in 10 ml of DMF with nitrogen evolution. After stirring at 50° C. for 1 hour the reaction was diluted into ether and washed successively with H2O and saturated NaCl. Drying over MgSO4 and evaporation gave 1.1 g of a red solid which was purified by flash chromatography through 100 g of silica gel (20% methylene chloride:hexan... Reactants: O=C1CCC(=O)N1Br, CNc1ccccc1, CN(C)C=O, O. Product: CNc1ccc(Br)cc1. As a reaction SMILES: [Br:9][N:10]1[C:11](=[O:12])[CH2:13][CH2:14][C:15]1=[O:16].[CH3:1][NH:2][c:3]1[cH:4][cH:5][cH:6][cH:7][cH:8]1.[O:18]=[CH:19][N:20]([CH3:21])[CH3:22].[OH2:17]>>[CH3:1][NH:2][c:3]1[cH:4][cH:5][c:6]([Br:9])[cH:7][cH:8]1. The reactants are ClCC1=C(C(=C2C(=N1)SC(=C2C)C)C2=CC1=C(C=C2)OCO1)C(=O)OCC (ethyl 6-chloromethyl-4-(3,4-methylenedioxyphenyl)-2,3-dimethylthieno[2,3-b]pyridine-5-carboxylate), C(C)NCC (diethylamine). The solvent is ClCCl (dichloromethane). Reaction conditions: time 14 hour. Yields the product C(C)N(CC)CC1=C(C(=C2C(=N1)SC(=C2C)C)C2=CC1=C(C=C2)OCO1)C(=O)OCC (ethyl 6-(N,N-diethylaminomethyl)-4-(3,4-methylenedioxyphenyl)-2,3-dimethylthieno[2,3-b]pyridine-5-carboxylate). Reaction SMILES: Cl[CH2:2][C:3]1[N:8]=[C:7]2[S:9][C:10]([CH3:13])=[C:11]([CH3:12])[C:6]2=[C:5]([C:14]2[CH:19]=[CH:18][C:17]3[O:20][CH2:21][O:22][C:16]=3[CH:15]=2)[C:4]=1[C:23]([O:25][CH2:26][CH3:27])=[O:24].[CH2:28]([NH:30][CH2:31][CH3:32])[CH3:29]>ClCCl>[CH2:28]([N:30]([CH2:2][C:3]1[N:8]=[C:7]2[S:9][C:10]([CH3:13])=[C:11]([CH3:12])[C:6]2=[C:5]([C:14]2[CH:19]=[CH:18][C:17]3[O:20][CH2:21][O:22][C:16]=3[CH:15]=2)[C:4]=1[C:23]([O:25][CH2:26][CH3:27])=[O:24])[CH2:31][CH3:32])[CH3:29]. Procedure: A mixture of ethyl 6-chloromethyl-4-(3,4-methylenedioxyphenyl)-2,3-dimethylthieno[2,3-b]pyridine-5-carboxylate (1.5 g), diethylamine (1.36 g) and dichloromethane (35 ml) was stirred for 14 hours under reflux. The reaction mixture was washed with water and dried (MgSO4), then the solvent was distilled off. The residue was subjected to column chromatography on silica gel. From the fraction eluted with chloroform, was obtained ethyl 6-(N,N-diethylaminomethyl)-4-(3,4-methylenedioxyphenyl)-2,3-dimeth... The reactants are CC1(COC(=O)C1O)C (pantolactone), ClN1C(N(C(N(C1=O)Cl)=O)Cl)=O (trichloroisocyanuric acid). The reagents and catalysts are CC1(CCCC(N1[O])(C)C)C (TEMPO). Reaction conditions: time 3 hour. The product is CC1(COC(=O)C1=O)C (ketopantolactone). Yield: 93.5%. As a reaction SMILES: [CH3:1][C:2]1([CH3:9])[CH:7]([OH:8])[C:5](=[O:6])[O:4][CH2:3]1.ClN1C(=O)N(Cl)C(=O)N(Cl)C1=O>CC1(C)N([O])C(C)(C)CCC1>[CH3:1][C:2]1([CH3:9])[C:7](=[O:8])[C:5](=[O:6])[O:4][CH2:3]1 |^1:25|. Procedure details: 5 g (38.4 mmol) of pantolactone were reacted with 3.6 g (15.5 mmol) of trichloroisocyanuric acid as described in Example 13. In contrast to Example 13, 60 mg (0.25 mmol) of TEMPO derivative C were used as the catalyst. The reaction had finished after 3 hours. After recrystallization of the crude product there were obtained 4.6 g (93%) of ketopantolactone, m.p. 69°-70° C., GC content: 100% (area percent). Reagents/catalysts: [Pd] (palladium on carbon), [OH-].[OH-].[Pd+2] (palladium hydroxide on carbon). Starting materials: C(C1=CC=CC=C1)N(C[C@H](O)C=1C=CC(=C(C1)NC=O)OCC1=CC=CC=C1)CCCCCCOCCCCC1=CC(=CC=C1)S(=O)(=O)C1CCCC1 (5-{(1R)-2-[Benzyl(6-{4-[3-(cyclopentylsulfonyl)phenyl]butoxy}hexyl)amino]-1-hydroxyethyl}-2-(benzyloxy)phenylformamide), C(C)(=O)O (acetic acid). Solvent: CCO (EtOH). Procedure: 5-{(1R)-2-[Benzyl(6-{4-[3-(cyclopentylsulfonyl)phenyl]butoxy}hexyl)amino]-1-hydroxyethyl}-2-(benzyloxy)phenylformamide (17 mg) was dissolved in EtOH (10 ml) and glacial acetic acid (1 ml) added. The solution was hydrogenated using 10% palladium on carbon (50% water by weight, 7 mg) and 20% palladium hydroxide on carbon (7 mg) for 20 h. The catalyst was removed by filtration and the filtrate was evaporated in vacuo. The residue was purified on an isolute aminopropyl cartridge (2 g), eluting with ... Product: C(C)(=O)O.C1(CCCC1)S(=O)(=O)C=1C=C(C=CC1)CCCCOCCCCCCNC[C@H](O)C=1C=CC(=C(C1)NC=O)O (5{(1R)-2-[(6-{4-[3-(Cyclopentylsulfonyl)phenyl]butoxy}hexyl)amino]-1-hydroxyethyl}-2-hydroxyphenylformamide acetate). Reaction SMILES: C([N:8]([CH2:29][CH2:30][CH2:31][CH2:32][CH2:33][CH2:34][O:35][CH2:36][CH2:37][CH2:38][CH2:39][C:40]1[CH:45]=[CH:44][CH:43]=[C:42]([S:46]([CH:49]2[CH2:53][CH2:52][CH2:51][CH2:50]2)(=[O:48])=[O:47])[CH:41]=1)[CH2:9][C@@H:10]([C:12]1[CH:13]=[CH:14][C:15]([O:21]CC2C=CC=CC=2)=[C:16]([NH:18][CH:19]=[O:20])[CH:17]=1)[OH:11])C1C=CC=CC=1.[C:54]([OH:57])(=[O:56])[CH3:55]>CCO.[Pd].[OH-].[OH-].[Pd+2]>[C:54]([OH:57])(=[O:56])[CH3:55].[CH:49]1([S:46]([C:42]2[CH:41]=[C:40]([CH2:39][CH2:38][CH2:37][CH2:36][O:35][CH2:34][CH2:33][CH2:32][CH2:31][CH2:30][CH2:29][NH:8][CH2:9][C@@H:10]([C:12]3[CH:13]=[CH:14][C:15]([OH:21])=[C:16]([NH:18][CH:19]=[O:20])[CH:17]=3)[OH:11])[CH:45]=[CH:44][CH:43]=2)(=[O:48])=[O:47])[CH2:53][CH2:52][CH2:51][CH2:50]1 |f:4.5.6,7.8|.